This data is from the Open Reaction Database (ORD), a public repository of structured organic reaction records. The task is: describe an organic reaction: reactants, conditions, products, and yield Reactants: C1(=CC=CC=C1)CCBr (2-phenylethyl bromide), [Mg] (magnesium), [Cl-].[NH4+] (ammonium chloride), C(C1=CC=CC=C1)OCCC(CCOCC1=CC=CC=C1)=O (1,5-dibenzyloxy-3-pentanone), C1(=CC=CC=C1)CC[Mg]Br (2-phenylethyl-magnesium bromide). The solvent is O1CCCC1 (tetrahydrofuran), O1CCCC1 (tetrahydrofuran). Product: C(C1=CC=CC=C1)OCCC(CCOCC1=CC=CC=C1)(O)CCC1=CC=CC=C1 (1,5-Dibenzyloxy-3-(2-phenylethyl)-3-pentanol). RXN SMILES: [CH2:1]([O:8][CH2:9][CH2:10][C:11](=[O:22])[CH2:12][CH2:13][O:14][CH2:15][C:16]1[CH:21]=[CH:20][CH:19]=[CH:18][CH:17]=1)[C:2]1[CH:7]=[CH:6][CH:5]=[CH:4][CH:3]=1.[C:23]1([CH2:29][CH2:30][Mg]Br)[CH:28]=[CH:27][CH:26]=[CH:25][CH:24]=1.C1(CCBr)C=CC=CC=1.[Mg].[Cl-].[NH4+]>O1CCCC1>[CH2:1]([O:8][CH2:9][CH2:10][C:11]([CH2:30][CH2:29][C:23]1[CH:28]=[CH:27][CH:26]=[CH:25][CH:24]=1)([OH:22])[CH2:12][CH2:13][O:14][CH2:15][C:16]1[CH:21]=[CH:20][CH:19]=[CH:18][CH:17]=1)[C:2]1[CH:3]=[CH:4][CH:5]=[CH:6][CH:7]=1 |f:4.5|. Reported procedure: To a solution of 1,5-dibenzyloxy-3-pentanone (13.9 g) in tetrahydrofuran (150 ml) was dropwise added a solution of 2-phenylethyl-magnesium bromide, which was prepared from 2-phenylethyl bromide (24 g) and magnesium (3.1 g), in tetrahydrofuran (100 ml) under ice-cooling. The mixture was stirred under ice-cooling for 90 minutes, poured into a saturated aqueous ammonium chloride solution, and extracted with ethyl acetate. The ethyl acetate layer was washed with a saturated aqueous sodium hydrogenca... Procedure: A test tube was charged with CuI (20 mg, 0.10 mmol, 0.10 equiv), K3PO4 (425 mg, 2.0 mmol, 2.0 equiv), benzylurea (225 mg, 1.5 mmol, 1.5 equiv), 3-bromoaniline (109 μL, 1.0 mmol, 1.0 equiv), N,N′-dimethylethylendiamine (22 μL, 0.20 mmol, 0.20 equiv) and dry dioxane (1.0 mL), filled with nitrogen. The test tube was sealed and the reaction mixture was stirred at 80° C. for 24 h. The resulting suspension was cooled to room temperature and filtered through a 0.5×1 cm pad of silica gel, eluting with e... The solvent is O1CCOCC1 (dioxane). The product is C(C1=CC=CC=C1)NC(=O)NC1=CC(=CC=C1)N (N-Benzyl-N′-(3-aminophenyl)urea). Run at temperature 80 celsius, time 24 hour. The reactants are [O-]P(=O)([O-])[O-].[K+].[K+].[K+] (K3PO4), C(C1=CC=CC=C1)NC(=O)N (benzylurea), BrC=1C=C(N)C=CC1 (3-bromoaniline), CNCCNC (N,N′-dimethylethylendiamine). RXN SMILES: [O-]P([O-])([O-])=O.[K+].[K+].[K+].[CH2:9]([NH:16][C:17]([NH2:19])=[O:18])[C:10]1[CH:15]=[CH:14][CH:13]=[CH:12][CH:11]=1.Br[C:21]1[CH:22]=[C:23]([CH:25]=[CH:26][CH:27]=1)[NH2:24].CNCCNC>[Cu]I.O1CCOCC1>[CH2:9]([NH:16][C:17]([NH:19][C:21]1[CH:27]=[CH:26][CH:25]=[C:23]([NH2:24])[CH:22]=1)=[O:18])[C:10]1[CH:15]=[CH:14][CH:13]=[CH:12][CH:11]=1 |f:0.1.2.3|. The yield is 76.7%. The reagents and catalysts are [Cu]I (CuI). Starting materials: COC(CCCCCOC=1C(=CC2=C(N(C(=N2)C2=CC=CC=C2)C2=CC=C(C=C2)OC)C1)N)=O (6-[(5-Amino-1-(4-methoxyphenyl)-2-phenyl-1H-benzimidazol-6-yl)oxy]hexanoic acid methyl ester), FC1=CC=C(C=C1)S(=O)(=O)Cl (4-fluorobenzenesulfonic acid chloride). The product is COC(CCCCCOC=1C(=CC2=C(N(C(=N2)C2=CC=CC=C2)C2=CC=C(C=C2)OC)C1)NS(=O)(=O)C1=CC=C(C=C1)F)=O (6-[[5-[[(4-Fluorophenyl)sulfonyl]amino]-1-(4-methoxyphenyl)-2-phenyl-1H-benzimidazol-6-yl]oxy]hexanoic acid methyl ester). RXN SMILES: [CH3:1][O:2][C:3](=[O:34])[CH2:4][CH2:5][CH2:6][CH2:7][CH2:8][O:9][C:10]1[C:11]([NH2:33])=[CH:12][C:13]2[N:17]=[C:16]([C:18]3[CH:23]=[CH:22][CH:21]=[CH:20][CH:19]=3)[N:15]([C:24]3[CH:29]=[CH:28][C:27]([O:30][CH3:31])=[CH:26][CH:25]=3)[C:14]=2[CH:32]=1.[F:35][C:36]1[CH:41]=[CH:40][C:39]([S:42](Cl)(=[O:44])=[O:43])=[CH:38][CH:37]=1>>[CH3:1][O:2][C:3](=[O:34])[CH2:4][CH2:5][CH2:6][CH2:7][CH2:8][O:9][C:10]1[C:11]([NH:33][S:42]([C:39]2[CH:40]=[CH:41][C:36]([F:35])=[CH:37][CH:38]=2)(=[O:44])=[O:43])=[CH:12][C:13]2[N:17]=[C:16]([C:18]3[CH:23]=[CH:22][CH:21]=[CH:20][CH:19]=3)[N:15]([C:24]3[CH:29]=[CH:28][C:27]([O:30][CH3:31])=[CH:26][CH:25]=3)[C:14]=2[CH:32]=1. Procedure details: 6-[(5-Amino-1-(4-methoxyphenyl)-2-phenyl-1H-benzimidazol-6-yl)oxy]hexanoic acid methyl ester was reacted with 4-fluorobenzenesulfonic acid chloride according to general operating instructions 13. The reactants are ClC1=NC=C(C=N1)O (2-chloro-5-hydroxypyrimidine), BrC(C(=O)OC)C (methyl 2-bromopropionate), C([O-])([O-])=O.[K+].[K+] (potassium carbonate), CN(C=O)C (N,N-dimethylformamide). The solvent is O (water). Conditions: temperature 60 celsius, time 1 hour. The product is ClC1=NC=C(C=N1)OC(C)C(=O)OC (2-chloro-5-[1-(methoxycarbonyl)ethoxy]pyrimidine). Yield: 60.3%. RXN SMILES: [Cl:1][C:2]1[N:7]=[CH:6][C:5]([OH:8])=[CH:4][N:3]=1.Br[CH:10]([CH3:15])[C:11]([O:13][CH3:14])=[O:12].C(=O)([O-])[O-].[K+].[K+].CN(C)C=O>O>[Cl:1][C:2]1[N:7]=[CH:6][C:5]([O:8][CH:10]([C:11]([O:13][CH3:14])=[O:12])[CH3:15])=[CH:4][N:3]=1 |f:2.3.4|. Procedure details: A mixture of 0.17 g of 2-chloro-5-hydroxypyrimidine, 0.22 g of methyl 2-bromopropionate, 0.20 g of anhydrous potassium carbonate and 2.6 ml of N,N-dimethylformamide was stirred at 60° C. for 1 hour. The reaction solution was cooled to room temperature, then, poured into water, and extracted with t-butyl methyl ether. The organic layer was dried over anhydrous magnesium sulfate, and concentrated. The residue was subjected to silica gel column chromatography to obtain 0.17 g of 2-chloro-5-[1-(meth... The solvent is C1(=CC=CC=C1)C (toluene). The reactants are CN1CCNCC1 (N-methylpiperazine), NC1=C(C=CC=C1)O (2-aminophenol), COC(C(=O)OC)(OC)OC (methyl 2,2,2-trimethoxyacetate), [O-]S(=O)(=O)C(F)(F)F.[Yb+3].[O-]S(=O)(=O)C(F)(F)F.[O-]S(=O)(=O)C(F)(F)F (ytterbium triflate), OC1=NC=CC=C1 (2-hydroxypyridine). Procedure: A stirred solution of 2-aminophenol (300 mg, 2.75 mmol), methyl 2,2,2-trimethoxyacetate (902 mg, 5.50 mmol), and ytterbium triflate (170 mg, 0.28 mmol) in toluene (10 mL) was heated to reflux. After 5 h, the mixture was cooled, and the precipitate was collected and dried. The crude solid was suspended in toluene (5 mL), and N-methylpiperazine (1.5 mL, 13.7 mmol) was added followed by 2-hydroxypyridine (26 mg, 0.28 mmol). The mixture was heated to 125° C. in a sealed tube for 4 h. The resulting y... As a reaction SMILES: [NH2:1][C:2]1[CH:7]=[CH:6][CH:5]=[CH:4][C:3]=1[OH:8].C[O:10][C:11](OC)(OC)[C:12](OC)=O.[O-]S(C(F)(F)F)(=O)=O.[Yb+3].[O-]S(C(F)(F)F)(=O)=O.[O-]S(C(F)(F)F)(=O)=O.[CH3:45][N:46]1[CH2:51][CH2:50][NH:49][CH2:48][CH2:47]1.OC1C=CC=CN=1>C1(C)C=CC=CC=1>[O:8]1[C:3]2[CH:4]=[CH:5][CH:6]=[CH:7][C:2]=2[N:1]=[C:12]1[C:11]([N:49]1[CH2:50][CH2:51][N:46]([CH3:45])[CH2:47][CH2:48]1)=[O:10] |f:2.3.4.5|. Yield: 47.4%. Reaction conditions: temperature 125 celsius, time 5 hour. Yields the product O1C(=NC2=C1C=CC=C2)C(=O)N2CCN(CC2)C (Benzooxazol-2-yl-(4-methyl-piperazin-1-yl)-methanone). Starting materials: Cc1cc(C)c2c(c1Br)OC(C)(C)C2=O, CO, C[O-], Br[Cu]Br, [Na+], O. The product is COc1c(C)cc(C)c2c1OC(C)(C)C2=O. As a reaction SMILES: [Br:1][c:2]1[c:3]([CH3:15])[cH:4][c:5]([CH3:14])[c:6]2[c:10]1[O:9][C:8]([CH3:11])([CH3:12])[C:7]2=[O:13].[CH3:16][OH:17].[CH3:18][O-:19].[Cu:21]([Br:22])[Br:23].[Na+:20].[OH2:24]>>[c:2]1([O:17][CH3:16])[c:3]([CH3:15])[cH:4][c:5]([CH3:14])[c:6]2[c:10]1[O:9][C:8]([CH3:11])([CH3:12])[C:7]2=[O:13]. Starting materials: C(C)(C)(C)OC(=O)N1CCC(CC1)N (t-butyl-4-amino-piperidinecarboxylate), C(C(=O)C)=O (pyruvaldehyde), C=1(C(=CC=CC1)S(=O)(=O)C(C1=CC=C(C=C1)F)[N+]#[C-])C (α-(toluenesulfonyl)-4-fluoro-benzylisonitrile), C(=O)([O-])[O-].[K+].[K+] (K2CO3). The solvent is O (water), CCOCC (Et2O), CCOCC (Et2O), CCOC(=O)C (EtOAc). Run at time 1.75 hour. The product is C(C)(C)(C)OC(=O)N1CCC(CC1)N1C=NC(=C1C(C)=O)C1=CC=C(C=C1)F (1-(1-t-Butoxycarbonyl-4-piperidinyl)-4-(4-fluorophenyl)-5-acetylimidazole). Yield: 27.2%. RXN SMILES: [C:1]([O:5][C:6]([N:8]1[CH2:13][CH2:12][CH:11]([NH2:14])[CH2:10][CH2:9]1)=[O:7])([CH3:4])([CH3:3])[CH3:2].[CH:15](=O)[C:16]([CH3:18])=[O:17].C1(C)C(S([CH:29]([N+:37]#[C-:38])[C:30]2[CH:35]=[CH:34][C:33]([F:36])=[CH:32][CH:31]=2)(=O)=O)=CC=CC=1.C([O-])([O-])=O.[K+].[K+]>CCOCC.CCOC(C)=O.O>[C:1]([O:5][C:6]([N:8]1[CH2:13][CH2:12][CH:11]([N:14]2[C:15]([C:16](=[O:17])[CH3:18])=[C:29]([C:30]3[CH:31]=[CH:32][C:33]([F:36])=[CH:34][CH:35]=3)[N:37]=[CH:38]2)[CH2:10][CH2:9]1)=[O:7])([CH3:4])([CH3:2])[CH3:3] |f:3.4.5|. Reported procedure: To a solution of t-butyl-4-amino-piperidinecarboxylate (0.95 g, 4.75 mmol) in 40 mL of Et2O was added pyruvaldehyde (40% w/w solution in water, 0.94 mL, 1.11 g, 6.17 mmol) at room temperature. After 1.75 h, the solution was poured into a separatory funnel, diluted with 30 mL of Et2O and 10 mL of EtOAc, and washed with 2×10 mL of water. The organics were concentrated in vacuo and the residue was diluted in 10 mL of DMF and α-(toluenesulfonyl)-4-fluoro-benzylisonitrile (1.37 g, 4.75 mmol) and K2CO... The reactants are BrC1=CC=C(C=C1)C(C)(C)NC(CC1CN2CCC1CC2)=O (N-(2-(4-bromophenyl)propan-2-yl)-2-(quinuclidin-3-yl)acetamide), C1(=CC=CC=C1)B(O)O (phenylboronic acid), [PdCl2(pddf)]CH2Cl2. Product: C1(=CC=C(C=C1)C(C)(C)NC(CC1CN2CCC1CC2)=O)C2=CC=CC=C2 (N-(2-(biphenyl-4-yl)propan-2-yl)-2-(quinuclidin-3-yl)acetamide). The yield is 29.1%. RXN SMILES: Br[C:2]1[CH:7]=[CH:6][C:5]([C:8]([NH:11][C:12](=[O:22])[CH2:13][CH:14]2[CH:19]3[CH2:20][CH2:21][N:16]([CH2:17][CH2:18]3)[CH2:15]2)([CH3:10])[CH3:9])=[CH:4][CH:3]=1.[C:23]1(B(O)O)[CH:28]=[CH:27][CH:26]=[CH:25][CH:24]=1>>[C:2]1([C:23]2[CH:28]=[CH:27][CH:26]=[CH:25][CH:24]=2)[CH:7]=[CH:6][C:5]([C:8]([NH:11][C:12](=[O:22])[CH2:13][CH:14]2[CH:19]3[CH2:20][CH2:21][N:16]([CH2:17][CH2:18]3)[CH2:15]2)([CH3:10])[CH3:9])=[CH:4][CH:3]=1. Reported procedure: Using general procedure E, N-(2-(4-bromophenyl)propan-2-yl)-2-(quinuclidin-3-yl)acetamide (200 mg, 0.550 mmol), phenylboronic acid (134 mg, 1.00 mmol) and [PdCl2(pddf)]CH2Cl2 gave the title compound as a viscous brown oil (58 mg, 32%). 1H NMR (500 MHz, CDCl3) δ 7.58-7.50 (m, 4H), 7.44-7.37 (m, 4H), 7.31 (t, J=7.0 Hz, 1H), 6.50 (s, 1H), 3.16 (m, 1H), 3.02 (m, 1H), 2.92-2.78 (m, 3H), 2.60 (m, 1H), 2.40-2.20 (m, 3H), 1.47-1.90 (m, 11H) ppm. 13C NMR (125 MHz, CDCl3) δ 170.5, 146.1, 140.7, 139.2, 128...